Dataset: the Open Reaction Database (ORD), a public repository of structured organic reaction records. Task: describe an organic reaction: reactants, conditions, products, and yield Reactants: ClC=1OC2=C(N1)C=C(C=C2)OC (2-chloro-5-methoxybenzoxazole), BrC1=CC=C(N)C=C1 (4-bromoaniline), C(C)(C)N(CC)C(C)C (diisopropylethylamine). Run in CN(C=O)C (dimethylformamide). The product is BrC1=CC=C(C=C1)NC=1OC2=C(N1)C=C(C=C2)OC ((4-bromophenyl)(5-methoxybenzoxazol-2-yl)amine). RXN SMILES: Cl[C:2]1[O:3][C:4]2[CH:10]=[CH:9][C:8]([O:11][CH3:12])=[CH:7][C:5]=2[N:6]=1.[Br:13][C:14]1[CH:20]=[CH:19][C:17]([NH2:18])=[CH:16][CH:15]=1.C(N(C(C)C)CC)(C)C>CN(C)C=O>[Br:13][C:14]1[CH:20]=[CH:19][C:17]([NH:18][C:2]2[O:3][C:4]3[CH:10]=[CH:9][C:8]([O:11][CH3:12])=[CH:7][C:5]=3[N:6]=2)=[CH:16][CH:15]=1. Reported procedure: The mixture containing 2-chloro-5-methoxybenzoxazole (1 eq), 4-bromoaniline (2 eq) and diisopropylethylamine was refluxed in dimethylformamide. The resultant mixture was concentrated and partitioned between ethyl acetate and water. The organic layer was washed with brine and dried. Purification on silica gel gave (4-bromophenyl)(5-methoxybenzoxazol-2-yl)amine. MS: MH+=318 The reactants are CCOC(C)=O, CO, O=C1OCCC1=Cc1ccccc1OCC1CO1, c1ccc2c(C3CCNCC3)cccc2c1, Cc1ccc(S(=O)(=O)O)cc1. Product: O=C1OCCC1=Cc1ccccc1OCC(O)CN1CCC(c2cccc3ccccc23)CC1, Cc1ccc(S(=O)(=O)O)cc1. Reaction SMILES: [C:46]([O:47][CH2:48][CH3:49])(=[O:50])[CH3:51].[CH3:52][OH:53].[O:1]1[CH:2]([CH2:3][O:4][c:5]2[c:6]([CH:7]=[C:8]3[C:9](=[O:10])[O:11][CH2:12][CH2:13]3)[cH:14][cH:15][cH:16][cH:17]2)[CH2:18]1.[c:19]1([CH:29]2[CH2:30][CH2:31][NH:32][CH2:33][CH2:34]2)[cH:20][cH:21][cH:22][c:23]2[cH:24][cH:25][cH:26][cH:27][c:28]12.[c:35]1([CH3:45])[cH:36][cH:37][c:38]([S:41](=[O:42])(=[O:43])[OH:44])[cH:39][cH:40]1>>[OH:1][CH:2]([CH2:3][O:4][c:5]1[c:6]([CH:7]=[C:8]2[C:9](=[O:10])[O:11][CH2:12][CH2:13]2)[cH:14][cH:15][cH:16][cH:17]1)[CH2:18][N:32]1[CH2:31][CH2:30][CH:29]([c:19]2[cH:20][cH:21][cH:22][c:23]3[cH:24][cH:25][cH:26][cH:27][c:28]23)[CH2:34][CH2:33]1.[c:35]1([CH3:45])[cH:36][cH:37][c:38]([S:41](=[O:42])(=[O:43])[OH:44])[cH:39][cH:40]1.